From a dataset of the Open Reaction Database (ORD), a public repository of structured organic reaction records. describe an organic reaction: reactants, conditions, products, and yield Starting materials: Cl (hydrochloric acid), C1(=CC=CC=C1)C1(CCCCC1)N1CCC(CC1)=O (1-(1-Phenylcyclohexyl)-4-piperidone), C(C)(=O)[O-].[NH4+] (ammonium acetate), C(#N)[BH3-].[Na+] (sodium cyanoborohydride), C([O-])([O-])=O.[K+].[K+] (potassium carbonate). Solvent: O (water), CO (methanol). Run at time 10 minute. Product: NC1CCN(CC1)C1(CCCCC1)C1=CC=CC=C1 (4-Amino-1-(1-phenylcyclohexyl)piperidine). Reaction SMILES: [C:1]1([C:7]2([N:13]3[CH2:18][CH2:17][C:16](=O)[CH2:15][CH2:14]3)[CH2:12][CH2:11][CH2:10][CH2:9][CH2:8]2)[CH:6]=[CH:5][CH:4]=[CH:3][CH:2]=1.C([O-])(=O)C.[NH4+].C([BH3-])#[N:26].[Na+].Cl.C(=O)([O-])[O-].[K+].[K+]>CO.O>[NH2:26][CH:16]1[CH2:17][CH2:18][N:13]([C:7]2([C:1]3[CH:6]=[CH:5][CH:4]=[CH:3][CH:2]=3)[CH2:12][CH2:11][CH2:10][CH2:9][CH2:8]2)[CH2:14][CH2:15]1 |f:1.2,3.4,6.7.8|. Procedure: 1-(1-Phenylcyclohexyl)-4-piperidone (0.245 g) and ammonium acetate (1 g) were dissolved in 3.5 ml dry methanol. After stirring at room temperature for 10 minutes, sodium cyanoborohydride (0.1 g) was added and the reaction stoppered. After 20 hours, 0.1 ml concentrated hydrochloric acid was added followed by 10 ml water and the mixture was stirred for 1.5 hours. The solution was basified with potassium carbonate to pH 9 and extracted with methylene chloride. The methylene chloride was dried over ...